This data is from the Open Reaction Database (ORD), a public repository of structured organic reaction records. The task is: describe an organic reaction: reactants, conditions, products, and yield Reactants: CeCl3.7H2O, C[Mg+].[Br-] (MeMgBr), C(C)OCC (diethyl ether), COC=1C=C2C(CCC(C2=CC1C)=O)(C)C (6-methoxy-4,4,7-trimethyl-3,4-dihydro-2H-naphthalen-1-one), COC=1C=C2C(CCC(C2=CC1C)=O)(C)C (6-methoxy-4,4,7-trimethyl-3,4-dihydro-2H-naphthalen-1-one). Solvent: O1CCCC1 (Tetrahydrofuran), O1CCCC1 (tetrahydrofuran). Conditions: time 1 hour. Product: COC1=C(C=C2C(=CCC(C2=C1)(C)C)C)C (7-Methoxy- 1,1,4,6-tetramethyl-1,2-dihydro-naphthalene). The yield is 100.5%. As a reaction SMILES: [CH3:1][O:2][C:3]1[CH:4]=[C:5]2[C:10](=[CH:11][C:12]=1[CH3:13])[C:9](=O)[CH2:8][CH2:7][C:6]2([CH3:16])[CH3:15].C[Mg+].[Br-].[CH2:20](OCC)C>O1CCCC1>[CH3:1][O:2][C:3]1[CH:4]=[C:5]2[C:10]([C:9]([CH3:20])=[CH:8][CH2:7][C:6]2([CH3:16])[CH3:15])=[CH:11][C:12]=1[CH3:13] |f:1.2|. Procedure details: General Procedure F CeCl3.7H2O (2.6 g, 6.9 mmol) was heated in an oil bath at 140-150° C. under high vacuum without stirring for 1 h, and then with stirring for 2 h. Argon was then introduced, and the flask was cooled to room temperature. Tetrahydrofuran (15 mL) was added, and the resulting slurry solution was stirred at room temperature under the argon atmosphere for 16 h. A solution of 6-methoxy-4,4,7-trimethyl-3,4-dihydro-2H-naphthalen-1-one (Compound 30, 1.0 g, 4.6 mmol) and 5 mL of tetrahyd...